Dataset: the Open Reaction Database (ORD), a public repository of structured organic reaction records. Task: describe an organic reaction: reactants, conditions, products, and yield The reactants are BrCc1ccccc1, O=C([O-])[O-], CN(C)C=O, O=C(O)c1cccnc1Cl, [K+], [K+], O. Yields the product O=C(OCc1ccccc1)c1cccnc1Cl. RXN SMILES: [Br:17][CH2:18][c:19]1[cH:20][cH:21][cH:22][cH:23][cH:24]1.[C:11](=[O:12])([O-:13])[O-:14].[CH3:26][N:27]([CH3:28])[CH:29]=[O:30].[Cl:1][c:2]1[c:3]([C:4](=[O:5])[OH:6])[cH:7][cH:8][cH:9][n:10]1.[K+:15].[K+:16].[OH2:25]>>[Cl:1][c:2]1[c:3]([C:4]([O:5][CH2:18][c:19]2[cH:20][cH:21][cH:22][cH:23][cH:24]2)=[O:6])[cH:7][cH:8][cH:9][n:10]1. The reactants are Brc1ccsc1, ClCCCl, O=S(=O)(O)Cl, ClP(Cl)(Cl)(Cl)Cl, Cl. The product is O=S(=O)(Cl)c1sccc1Br. RXN SMILES: [Br:12][c:13]1[cH:14][s:15][cH:16][cH:17]1.[Cl:19][CH2:20][CH2:21][Cl:22].[Cl:1][S:2](=[O:3])(=[O:4])[OH:5].[Cl:6][P:7]([Cl:8])([Cl:9])([Cl:10])[Cl:11].[ClH:18]>>[Cl:1][S:2](=[O:3])(=[O:5])[c:14]1[c:13]([Br:12])[cH:17][cH:16][s:15]1. Reactants: ClC1=CC(NC(N1CC1=C(C#N)C=CC=C1)=O)=O (2-(6-Chloro-2,4-dioxo-3,4-dihydro-2H-pyrimidin-1-ylmethyl)-benzonitrile), C(C1=CC=CC=C1)(=O)O.NC1CN(CCC1)C1=CC(N(C(N1CC1=C(C#N)C=CC=C1)=O)C)=O (2-[6-(3-amino-piperidin-1-yl)-3-methyl-2,4-dioxo-3,4-dihydro-2H-pyrimidin-1-ylmethyl]-benzonitrile benzoate), BrC1=C(CBr)C=CC=C1 (2-bromobenzylbromide), crude product. Product: N[C@H]1CN(CCC1)C1=CC(NC(N1CC1=C(C=CC=C1)Br)=O)=O (6-[3 (R)-Amino-piperidin-1-yl]-1-(2-bromo-benzyl)-1H-pyrimidine-2,4-dione). RXN SMILES: ClC1N(CC2C=CC=CC=2C#N)C(=O)NC(=O)C=1.[Br:19][C:20]1[CH:27]=[CH:26][CH:25]=[CH:24][C:21]=1[CH2:22]Br.C(O)(=O)C1C=CC=CC=1.[NH2:37][CH:38]1[CH2:43][CH2:42][CH2:41][N:40]([C:44]2[N:49](CC3C=CC=CC=3C#N)[C:48](=[O:59])[N:47](C)[C:46](=[O:61])[CH:45]=2)[CH2:39]1>>[NH2:37][C@@H:38]1[CH2:43][CH2:42][CH2:41][N:40]([C:44]2[N:49]([CH2:22][C:21]3[CH:24]=[CH:25][CH:26]=[CH:27][C:20]=3[Br:19])[C:48](=[O:59])[NH:47][C:46](=[O:61])[CH:45]=2)[CH2:39]1 |f:2.3|. Reported procedure: The title compound was prepared in two steps. The first step was accomplished using the procedure for the preparation of compound 2, except that 2-bromobenzylbromide was used in the place of α-Bromo-o-tolunitrile. The crude product was then converted to the title compound by the method used in the preparation of compound 4. 1H-NMR (400 MHz, CDCl3-CD3OD 10:1): δ 7.52 (d, J=8.1 Hz, 1H), 7.24 (t, J=7.8 Hz, 1H), 7.10 (t, J=7.8 Hz, 1H), 6.89 (d, J=7.579 Hz, 1H), 5.27 (s, 1H), 4.92-5.04 (ABq, J=34.1, ... Reactants: CCOC(=O)C1(NC(=O)c2ccc(OCC)cc2)CC1, CO, [Li+], C1CCOC1, [OH-], O. The product is CCOc1ccc(C(=O)NC2(C(=O)O)CC2)cc1. Reaction SMILES: [CH2:1]([CH3:2])[O:3][c:4]1[cH:5][cH:6][c:7]([C:8](=[O:9])[NH:10][C:11]2([C:14](=[O:15])[O:16][CH2:17][CH3:18])[CH2:12][CH2:13]2)[cH:19][cH:20]1.[CH3:26][OH:27].[Li+:28].[O:21]1[CH2:22][CH2:23][CH2:24][CH2:25]1.[OH-:29].[OH2:30]>>[CH2:1]([CH3:2])[O:3][c:4]1[cH:5][cH:6][c:7]([C:8](=[O:9])[NH:10][C:11]2([C:14](=[O:15])[OH:16])[CH2:12][CH2:13]2)[cH:19][cH:20]1. Product: C(#N)CNC(=O)[C@H]1[C@H](CCCC1)NC(=O)C=1NC2=CC(=CC=C2C1)OCCN1CCN(CC1)C (N-((1S,2R)-2-{[(cyanomethyl)amino]carbonyl}cyclohexyl)-6-[2-(4-methylpiperazin-1-yl)ethoxy]-1H-indole-2-carboxamide). RXN SMILES: [C:1]([CH2:3][NH:4][C:5]([C@@H:7]1[CH2:12][CH2:11][CH2:10][CH2:9][C@@H:8]1[NH:13][C:14]([C:16]1[NH:17][C:18]2[C:23]([CH:24]=1)=[CH:22][CH:21]=[C:20]([O:25][CH2:26][CH2:27][N:28]1[CH2:33][CH2:32]O[CH2:30][CH2:29]1)[CH:19]=2)=[O:15])=[O:6])#[N:2].[N:34]1(CCO)CCOC[CH2:35]1>>[C:1]([CH2:3][NH:4][C:5]([C@@H:7]1[CH2:12][CH2:11][CH2:10][CH2:9][C@@H:8]1[NH:13][C:14]([C:16]1[NH:17][C:18]2[C:23]([CH:24]=1)=[CH:22][CH:21]=[C:20]([O:25][CH2:26][CH2:27][N:28]1[CH2:33][CH2:32][N:34]([CH3:35])[CH2:30][CH2:29]1)[CH:19]=2)=[O:15])=[O:6])#[N:2]. Procedure: N-((1S,2R)-2-{[(cyanomethyl)amino]carbonyl}cyclohexyl)-6-(2-morpholin-4-ylethoxy)-1H-indole-2-carboxamide using Mitsunobu coupling with 2-morpholin-4-yl-ethanol. Starting materials: C(#N)CNC(=O)[C@H]1[C@H](CCCC1)NC(=O)C=1NC2=CC(=CC=C2C1)OCCN1CCOCC1 (N-((1S,2R)-2-{[(cyanomethyl)amino]carbonyl}cyclohexyl)-6-(2-morpholin-4-ylethoxy)-1H-indole-2-carboxamide), N1(CCOCC1)CCO (2-morpholin-4-yl-ethanol). The reactants are CO, Cl, CCCN1CC=C(c2cccc(F)c2F)CC1. Yields the product CCCN1CCC(c2cccc(F)c2F)CC1. Reaction SMILES: [CH3:19][OH:20].[ClH:18].[F:1][c:2]1[c:3]([C:9]2=[CH:14][CH2:13][N:12]([CH2:15][CH2:16][CH3:17])[CH2:11][CH2:10]2)[cH:4][cH:5][cH:6][c:7]1[F:8]>>[F:1][c:2]1[c:3]([CH:9]2[CH2:10][CH2:11][N:12]([CH2:15][CH2:16][CH3:17])[CH2:13][CH2:14]2)[cH:4][cH:5][cH:6][c:7]1[F:8]. Starting materials: CC(C)(C)[O-].[K+] (potassium tert-butylate), N1(CCCCC1)NC(=O)C=1N=C(NC1C)C1=CC=C(C=C1)OC(F)(F)F (5-methyl-2-(4-trifluoromethoxy-phenyl)-1H-imidazole-4-carboxylic acid piperidin-1-ylamide), BrCC1OCCCC1 (2-(bromomethyl)-tetrahydro-2H-pyran). Run in C(C)OC(C)=O.O (ethylacetate water), C(C)#N (acetonitrile). Run at time 2 minute. Product: N1(CCCCC1)NC(=O)C=1N=C(N(C1C)CC1OCCCC1)C1=CC=C(C=C1)OC(F)(F)F (5-Methyl-1-(tetrahydro-pyran-2-ylmethyl)-2-(4-trifluoromethoxy-phenyl)-1H-imidazole-4-carboxylic acid piperidin-1-ylamide). RXN SMILES: [N:1]1([NH:7][C:8]([C:10]2[N:11]=[C:12]([C:16]3[CH:21]=[CH:20][C:19]([O:22][C:23]([F:26])([F:25])[F:24])=[CH:18][CH:17]=3)[NH:13][C:14]=2[CH3:15])=[O:9])[CH2:6][CH2:5][CH2:4][CH2:3][CH2:2]1.CC([O-])(C)C.[K+].Br[CH2:34][CH:35]1[CH2:40][CH2:39][CH2:38][CH2:37][O:36]1>C(#N)C.C(OC(=O)C)C.O>[N:1]1([NH:7][C:8]([C:10]2[N:11]=[C:12]([C:16]3[CH:21]=[CH:20][C:19]([O:22][C:23]([F:25])([F:26])[F:24])=[CH:18][CH:17]=3)[N:13]([CH2:34][CH:35]3[CH2:40][CH2:39][CH2:38][CH2:37][O:36]3)[C:14]=2[CH3:15])=[O:9])[CH2:6][CH2:5][CH2:4][CH2:3][CH2:2]1 |f:1.2,5.6|. Reported procedure: To a suspension of 100 mg of 5-methyl-2-(4-trifluoromethoxy-phenyl)-1H-imidazole-4-carboxylic acid piperidin-1-ylamide in 3 ml of acetonitrile was added 33 mg of potassium tert-butylate and the reaction mixture was stirred at room temperature for 2 minutes. After such time, 0.034 ml of 2-(bromomethyl)-tetrahydro-2H-pyran (as R3—(CH2)m—Br) was added and the reaction mixture was stirred at 100° C. for 26 hours under argon atmosphere. The reaction mixture was then diluted with ethylacetate/water, t... Reactants: CC=1N=CC(=NC1)CNC(=O)C1=CC=C(S1)C(=O)OC (Methyl 5-(5-methylpyrazin-2-ylmethylcarbamoyl)thiophene-2-carboxylate), O.NN (hydrazine monohydrate), C(Cl)(Cl)Cl (chloroform). Run in CO (methanol). Conditions: time 5 hour. Product: CC=1N=CC(=NC1)CNC(=O)C=1SC(=CC1)C(=O)NN (5-hydrazinocarbonylthiophene-2-carboxylic acid (5-methylpyrazin-2-ylmethyl)amide). Yield: 72.0%. Reaction SMILES: [CH3:1][C:2]1[N:3]=[CH:4][C:5]([CH2:8][NH:9][C:10]([C:12]2[S:16][C:15]([C:17]([O:19]C)=O)=[CH:14][CH:13]=2)=[O:11])=[N:6][CH:7]=1.O.[NH2:22][NH2:23].C(Cl)(Cl)Cl>CO>[CH3:1][C:2]1[N:3]=[CH:4][C:5]([CH2:8][NH:9][C:10]([C:12]2[S:16][C:15]([C:17]([NH:22][NH2:23])=[O:19])=[CH:14][CH:13]=2)=[O:11])=[N:6][CH:7]=1 |f:1.2|. Procedure details: Methyl 5-(5-methylpyrazin-2-ylmethylcarbamoyl)thiophene-2-carboxylate (304 mg, 1.04 mmol) in methanol (3 mL) was stirred with hydrazine monohydrate at 60° C. for 12 hours. After addition of chloroform, it was stirred at room temperature for 5 hours. The precipitated solid was recovered by filtration to give the desired product, 5-hydrazinocarbonylthiophene-2-carboxylic acid (5-methylpyrazin-2-ylmethyl)amide (yield 72%). Procedure details: To an argon-flushed flask containing a suspension 0.486 g (1.68 mmol) of 4'-hydroxy-4-biphenylyl benzoate in 10 ml of acetic acid at 10°-15° C., 0.345 ml of HNO3 (d: 1.41) was added dropwise (about a drop per min). Then the reaction mixture was vigorously stirred at the same temperature for 30 min. Water (40 ml ) was added and the mixture was again stirred for 30 min. The yellow precipitate was filtered, washed several times with water, dried and purified by flash chromatography on silica gel us... Run at time 30 minute. Run in C(C)(=O)O (acetic acid). The reactants are [N+](=O)(O)[O-] (HNO3), C(C1=CC=CC=C1)(=O)OC1=CC=C(C=C1)C1=CC=C(C=C1)O (4'-hydroxy-4-biphenylyl benzoate), O (Water). As a reaction SMILES: [C:1]([O:9][C:10]1[CH:15]=[CH:14][C:13]([C:16]2[CH:21]=[CH:20][C:19]([OH:22])=[CH:18][CH:17]=2)=[CH:12][CH:11]=1)(=[O:8])[C:2]1[CH:7]=[CH:6][CH:5]=[CH:4][CH:3]=1.[N+:23]([O-])([OH:25])=[O:24].O>C(O)(=O)C>[C:1]([O:9][C:10]1[CH:15]=[CH:14][C:13]([C:16]2[CH:17]=[CH:18][C:19]([OH:22])=[C:20]([N+:23]([O-:25])=[O:24])[CH:21]=2)=[CH:12][CH:11]=1)(=[O:8])[C:2]1[CH:3]=[CH:4][CH:5]=[CH:6][CH:7]=1. The product is C(C1=CC=CC=C1)(=O)OC1=CC=C(C=C1)C1=CC(=C(C=C1)O)[N+](=O)[O-] (4'-hydroxy-3'-nitro-4-biphenylyl benzoate).